Dataset: the Open Reaction Database (ORD), a public repository of structured organic reaction records. Task: describe an organic reaction: reactants, conditions, products, and yield Starting materials: COC(=O)C(C#N)=C(C(=O)OC(F)(F)F)C(F)(F)F, ClCCl, O=C(Cl)C(=O)Cl, O, c1ccncc1. Yields the product COC(=O)C(C#N)=C(Cl)C(F)(F)F. Reaction SMILES: [C:1](#[N:2])[C:3]([C:4](=[O:5])[O:6][CH3:7])=[C:8]([C:9]([F:10])([F:11])[F:12])[C:13]([O:14][C:15]([F:16])([F:17])[F:18])=[O:19].[CH2:32]([Cl:33])[Cl:34].[Cl:20][C:21]([C:22]([Cl:23])=[O:24])=[O:25].[OH2:35].[cH:26]1[cH:27][cH:28][n:29][cH:30][cH:31]1>>[C:1](#[N:2])[C:3]([C:4](=[O:5])[O:6][CH3:7])=[C:8]([C:9]([F:10])([F:11])[F:12])[Cl:20]. The reactants are CCOCc1nc2cnc3ccccc3c2n1CC1(O)CCC1, C=CS(C)(=O)=O, [H-], C1CCC2=NCCCN2CC1, [Na+], C1CCOC1, O. The product is CCOCc1nc2cnc3ccccc3c2n1CC1(OCCS(C)(=O)=O)CCC1. Reaction SMILES: [CH2:18]([CH3:19])[O:20][CH2:21][c:22]1[n:23]([CH2:35][C:36]2([OH:40])[CH2:37][CH2:38][CH2:39]2)[c:24]2[c:25]([cH:26][n:27][c:28]3[cH:29][cH:30][cH:31][cH:32][c:33]23)[n:34]1.[CH:12](=[CH2:13])[S:14](=[O:15])(=[O:16])[CH3:17].[H-:41].[N:1]12[CH2:2][CH2:3][CH2:4][N:5]=[C:6]1[CH2:7][CH2:8][CH2:9][CH2:10][CH2:11]2.[Na+:42].[O:43]1[CH2:44][CH2:45][CH2:46][CH2:47]1.[OH2:48]>>[CH2:12]([CH2:13][O:40][C:36]1([CH2:35][n:23]2[c:22]([CH2:21][O:20][CH2:18][CH3:19])[n:34][c:25]3[c:24]2[c:33]2[c:28]([n:27][cH:26]3)[cH:29][cH:30][cH:31][cH:32]2)[CH2:37][CH2:38][CH2:39]1)[S:14](=[O:15])(=[O:16])[CH3:17]. Starting materials: CC(C)(C)C(=O)CBr, O=C([O-])[O-], CCCCc1nc(CC)[nH]c(=O)c1Cc1ccc(-c2ccccc2C#N)cc1, CN(C)C=O, CCOC(C)=O, [Cs+], [Cs+]. The product is CCCCc1nc(CC)n(CC(=O)C(C)(C)C)c(=O)c1Cc1ccc(-c2ccccc2C#N)cc1. Reaction SMILES: [Br:29][CH2:30][C:31]([C:32]([CH3:33])([CH3:34])[CH3:35])=[O:36].[C:37](=[O:38])([O-:39])[O-:40].[CH2:1]([CH2:2][CH2:3][CH3:4])[c:5]1[n:6][c:7]([CH2:27][CH3:28])[nH:8][c:9](=[O:26])[c:10]1[CH2:11][c:12]1[cH:13][cH:14][c:15](-[c:18]2[c:19]([C:24]#[N:25])[cH:20][cH:21][cH:22][cH:23]2)[cH:16][cH:17]1.[CH3:43][N:44]([CH3:45])[CH:46]=[O:47].[CH3:48][CH2:49][O:50][C:51](=[O:52])[CH3:53].[Cs+:41].[Cs+:42]>>[CH2:1]([CH2:2][CH2:3][CH3:4])[c:5]1[n:6][c:7]([CH2:27][CH3:28])[n:8]([CH2:30][C:31]([C:32]([CH3:33])([CH3:34])[CH3:35])=[O:36])[c:9](=[O:26])[c:10]1[CH2:11][c:12]1[cH:13][cH:14][c:15](-[c:18]2[c:19]([C:24]#[N:25])[cH:20][cH:21][cH:22][cH:23]2)[cH:16][cH:17]1. Reactants: O=Cc1ccccc1Br, CCCC[N+](CCCC)(CCCC)CCCC, C[Si](C)(C)C(F)(F)F, Cl, [F-], O. The product is OC(c1ccccc1Br)C(F)(F)F. As a reaction SMILES: [Br:20][c:21]1[c:22]([CH:23]=[O:24])[cH:25][cH:26][cH:27][cH:28]1.[CH2:3]([N+:4]([CH2:5][CH2:6][CH2:7][CH3:8])([CH2:9][CH2:10][CH2:11][CH3:12])[CH2:13][CH2:14][CH2:15][CH3:16])[CH2:17][CH2:18][CH3:19].[CH3:29][Si:30]([CH3:31])([CH3:32])[C:33]([F:34])([F:35])[F:36].[ClH:37].[F-:2].[OH2:1]>>[Br:20][c:21]1[c:22]([CH:23]([OH:24])[C:33]([F:34])([F:35])[F:36])[cH:25][cH:26][cH:27][cH:28]1. The reactants are CC1=CC(=NC(=C1)CCC(C)C)N1C(=CC=C1C)C (4-methyl-6-(3-methylbutyl)-2-(2,5-dimethylpyrrol-1-yl)pyridine), Cl.NO (hydroxylamine hydrochloride), [OH-].[K+] (potassium hydroxide). Run in C(C)O.O (ethanol water). Yields the product NC1=NC(=CC(=C1)C)CCC(C)C (2-amino-4-methyl-6-(3-methylbutyl)pyridine). Reaction SMILES: [CH3:1][C:2]1[CH:7]=[C:6]([CH2:8][CH2:9][CH:10]([CH3:12])[CH3:11])[N:5]=[C:4]([N:13]2C(C)=CC=C2C)[CH:3]=1.Cl.NO.[OH-].[K+]>C(O)C.O>[NH2:13][C:4]1[CH:3]=[C:2]([CH3:1])[CH:7]=[C:6]([CH2:8][CH2:9][CH:10]([CH3:12])[CH3:11])[N:5]=1 |f:1.2,3.4,5.6|. Procedure details: By analogy to Example 56, Step B, 4-methyl-6-(3-methylbutyl)-2-(2,5-dimethylpyrrol-1-yl)pyridine was treated with 4.6 equivalents of hydroxylamine hydrochloride and 2.8 equivalents of potassium hydroxide in refluxing ethanol/water to yield 2-amino-4-methyl-6-(3-methylbutyl)pyridine as an amber oil. The reactants are OC[C@@H]1CCC(N1)=O ((S)-5-hydroxymethylpyrrolidin-2-one), BrC1=CC(=C(C=C1)C(=O)N1CCN(CC1)C1=NC=C(C=C1C)C)F ((4-bromo-2-fluorophenyl)[4-(3,5-dimethylpyridin-2-yl)piperazin-1-yl]methanone). Yields the product CC=1C(=NC=C(C1)C)N1CCN(CC1)C(=O)C1=C(C=C(C=C1)N1C(CC[C@H]1CO)=O)F ((S)-1-{4-[4-(3,5-dimethylpyridin-2-yl)piperazine-1-carbonyl]-3-fluorophenyl}-5-hydroxymethylpyrrolidin-2-one). Isolated yield 74.4%. RXN SMILES: [OH:1][CH2:2][C@H:3]1[NH:7][C:6](=[O:8])[CH2:5][CH2:4]1.Br[C:10]1[CH:15]=[CH:14][C:13]([C:16]([N:18]2[CH2:23][CH2:22][N:21]([C:24]3[C:29]([CH3:30])=[CH:28][C:27]([CH3:31])=[CH:26][N:25]=3)[CH2:20][CH2:19]2)=[O:17])=[C:12]([F:32])[CH:11]=1>>[CH3:30][C:29]1[C:24]([N:21]2[CH2:22][CH2:23][N:18]([C:16]([C:13]3[CH:14]=[CH:15][C:10]([N:7]4[C@H:3]([CH2:2][OH:1])[CH2:4][CH2:5][C:6]4=[O:8])=[CH:11][C:12]=3[F:32])=[O:17])[CH2:19][CH2:20]2)=[N:25][CH:26]=[C:27]([CH3:31])[CH:28]=1. Procedure details: Using (S)-5-hydroxymethylpyrrolidin-2-one (127 mg) and (4-bromo-2-fluorophenyl)[4-(3,5-dimethylpyridin-2-yl)piperazin-1-yl]methanone (392 mg) described in Preparation Example 114 and by the reaction and treatment in the same manner as in Example 1, the title compound (317 mg) was obtained. The reactants are C(C)(=O)O (acetic acid), [Cl-].[NH4+] (ammonium chloride), FC(C(=O)O)(F)F.ClC=1C=CC(=NC1)NC(C1=C(C=CC(=C1)C)NC(=O)C1CCNCC1)=O (N-(5-chloropyridin-2-yl)-5-methyl-2-[(4-piperidinylcarbonyl)amino]benzamide trifluoroacetate), C(#N)[BH3-].[Na+] (sodium cyanoborohydride). Run in CO (methanol), CC(=O)C (acetone). Run at time 8 hour. Product: Cl.ClC=1C=CC(=NC1)NC(C1=C(C=CC(=C1)C)NC(=O)C1CCN(CC1)C(C)C)=O (N-(5-Chloropyridin-2-yl)-2-[(1-isopropylpiperidin-4-ylcarbonyl)amino]-5-methylbenzamide Hydrochloride). The yield is 175.1%. RXN SMILES: F[C:2](F)(F)[C:3](O)=O.[Cl:8][C:9]1[CH:10]=[CH:11][C:12]([NH:15][C:16](=[O:33])[C:17]2[CH:22]=[C:21]([CH3:23])[CH:20]=[CH:19][C:18]=2[NH:24][C:25]([CH:27]2[CH2:32][CH2:31][NH:30][CH2:29][CH2:28]2)=[O:26])=[N:13][CH:14]=1.[C:34](O)(=O)C.C([BH3-])#N.[Na+].[Cl-].[NH4+]>CO.CC(C)=O>[ClH:8].[Cl:8][C:9]1[CH:10]=[CH:11][C:12]([NH:15][C:16](=[O:33])[C:17]2[CH:22]=[C:21]([CH3:23])[CH:20]=[CH:19][C:18]=2[NH:24][C:25]([CH:27]2[CH2:32][CH2:31][N:30]([CH:2]([CH3:3])[CH3:34])[CH2:29][CH2:28]2)=[O:26])=[N:13][CH:14]=1 |f:0.1,3.4,5.6,9.10|. Procedure details: To a stirring suspension of N-(5-chloropyridin-2-yl)-5-methyl-2-[(4-piperidinylcarbonyl)amino]benzamide trifluoroacetate (1.0 g, 2.05 mmol) in methanol (30 mL) was added acetone (15 mL), followed by acetic acid (0.6 mL, 10.5 mmol), and then sodium cyanoborohydride (0.165 g, 2.46 mmol). After stirring overnight, the solution was treated with saturated aqueous ammonium chloride solution, concentrated, and partitioned between dichloromethane and saturated aqueous sodium bicarbonate. The organic pha...